From a dataset of the Open Reaction Database (ORD), a public repository of structured organic reaction records. describe an organic reaction: reactants, conditions, products, and yield Reactants: C=O, ClCCl, CCO, COc1ccc(CCN)cc1OC, O=Cc1ccccc1. The product is COc1ccc(CCN(C)Cc2ccccc2)cc1OC. Reaction SMILES: [CH2:22]=[O:23].[CH2:24]([Cl:25])[Cl:26].[CH2:27]([OH:28])[CH3:29].[CH3:1][O:2][c:3]1[cH:4][c:5]([CH2:6][CH2:7][NH2:8])[cH:9][cH:10][c:11]1[O:12][CH3:13].[CH:14](=[O:15])[c:16]1[cH:17][cH:18][cH:19][cH:20][cH:21]1>>[CH3:1][O:2][c:3]1[cH:4][c:5]([CH2:6][CH2:7][N:8]([CH2:14][c:16]2[cH:17][cH:18][cH:19][cH:20][cH:21]2)[CH3:22])[cH:9][cH:10][c:11]1[O:12][CH3:13]. Starting materials: ClC=1N=CC=C2C1N(C(=C2CCOC2=CC=C(C=C2)OC(F)(F)F)C(=O)OCC)C(=O)OC(C)(C)C (1-tert-butyl 2-ethyl 7-chloro-3-{2-[4-(trifluoromethoxy)phenoxy]ethyl}-1H-pyrrolo[2,3-c]pyridine-1,2-dicarboxylate), C(C)OC=1C=C(C=CC1)B(O)O (3-ethoxyphenylboronic acid), [F-].[K+] (KF), C(C)OC=1C=C(C=CC1)B(O)O (3-ethoxyphenylboronic acid), [F-].[K+] (KF). Reagents/catalysts: CC(C)([P](C(C)(C)C)([Pd][P](C(C)(C)C)(C(C)(C)C)C(C)(C)C)C(C)(C)C)C (bis(tri-t-butylphosphine)palladium), CC(C)([P](C(C)(C)C)([Pd][P](C(C)(C)C)(C(C)(C)C)C(C)(C)C)C(C)(C)C)C (bis(tri-t-butylphosphine)palladium). Solvent: O1CCOCC1 (dioxane). Conditions: time 4 hour. Yields the product C(C)OC=1C=C(C=CC1)C=1N=CC=C2C1NC(=C2CCOC2=CC=C(C=C2)OC(F)(F)F)C(=O)OCC (ethyl 7-(3-ethoxyphenyl)-3-{2-[4-(trifluoromethoxy)phenoxy]ethyl}-1H-pyrrolo[2,3-c]pyridine-2-carboxylate). Yield: 91.5%. Reaction SMILES: Cl[C:2]1[N:3]=[CH:4][CH:5]=[C:6]2[C:10]([CH2:11][CH2:12][O:13][C:14]3[CH:19]=[CH:18][C:17]([O:20][C:21]([F:24])([F:23])[F:22])=[CH:16][CH:15]=3)=[C:9]([C:25]([O:27][CH2:28][CH3:29])=[O:26])[N:8](C(OC(C)(C)C)=O)[C:7]=12.[CH2:37]([O:39][C:40]1[CH:41]=[C:42](B(O)O)[CH:43]=[CH:44][CH:45]=1)[CH3:38].[F-].[K+]>CC(C)([P](C(C)(C)C)([Pd][P](C(C)(C)C)(C(C)(C)C)C(C)(C)C)C(C)(C)C)C.O1CCOCC1>[CH2:37]([O:39][C:40]1[CH:41]=[C:42]([C:2]2[N:3]=[CH:4][CH:5]=[C:6]3[C:10]([CH2:11][CH2:12][O:13][C:14]4[CH:19]=[CH:18][C:17]([O:20][C:21]([F:23])([F:22])[F:24])=[CH:16][CH:15]=4)=[C:9]([C:25]([O:27][CH2:28][CH3:29])=[O:26])[NH:8][C:7]=23)[CH:43]=[CH:44][CH:45]=1)[CH3:38] |f:2.3,^1:53,59|. Reported procedure: To a mixture of 1-tert-butyl 2-ethyl 7-chloro-3-{2-[4-(trifluoromethoxy)phenoxy]ethyl}-1H-pyrrolo[2,3-c]pyridine-1,2-dicarboxylate (88 mg, 0.17 mmol), 3-ethoxyphenylboronic acid (69 mg, 0.42 mmol), KF (38.7 mg, 0.67 mmol), and bis(tri-t-butylphosphine)palladium (0) (8.50 mg, 0.02 mmol) was added dioxane (3.5 mL) under a nitrogen atmosphere. The reaction was then heated to 100 C overnight. Another charge of 3-ethoxyphenylboronic acid (69 mg, 0.42 mmol), KF (38.7 mg, 0.67 mmol), and bis(tri-t-buty...